This data is from the Open Reaction Database (ORD), a public repository of structured organic reaction records. The task is: describe an organic reaction: reactants, conditions, products, and yield The reactants are NC1=CC2=CC(=CC=C2C=C1[N+](=O)[O-])Cl (2-Amino-7-chloro-3-nitronaphthalene), S(=O)([O-])S(=O)[O-].[Na+].[Na+] (sodium hydrosulfite), O (water). Solvent: C(C)O (ethanol). Yields the product ClC1=CC=C2C=C(C(=CC2=C1)N)N (7-Chloro-2,3-naphthalenediamine). As a reaction SMILES: [NH2:1][C:2]1[C:11]([N+:12]([O-])=O)=[CH:10][C:9]2[C:4](=[CH:5][C:6]([Cl:15])=[CH:7][CH:8]=2)[CH:3]=1.S(S([O-])=O)([O-])=O.[Na+].[Na+].O>C(O)C>[Cl:15][C:6]1[CH:5]=[C:4]2[C:9]([CH:10]=[C:11]([NH2:12])[C:2]([NH2:1])=[CH:3]2)=[CH:8][CH:7]=1 |f:1.2.3|. Procedure details: To 0.025 mole of the 2-amino-7-chloro-3-nitronaphthalene (prepared in Example 2) in 100 ml of 95% ethanol is added a solution of 3.4 equivalents of sodium hydrosulfite (Na2S2O4) in a solution of 100 ml of water and 15 ml concentrated (28%) ammonium hydroxide. The mixture is refluxed for 5 minutes and an amount of hydrosulfite solution equal to 10% of the original is added to the relfuxing mixture. TLC (silica gel, ether) indicates consumption of starting material. The mixture is concentrated to ... The reactants are O=C1CCC(=O)N1Br, ClCCl, COc1c(Cl)ccc(-c2nc(C(=O)OC(C)C)cc(N)c2F)c1F. Yields the product COc1c(Cl)ccc(-c2nc(C(=O)OC(C)C)c(Br)c(N)c2F)c1F. Reaction SMILES: [Br:25][N:26]1[C:27](=[O:28])[CH2:29][CH2:30][C:31]1=[O:32].[Cl:33][CH2:34][Cl:35].[NH2:1][c:2]1[cH:3][c:4]([C:19](=[O:20])[O:21][CH:22]([CH3:23])[CH3:24])[n:5][c:6](-[c:9]2[c:10]([F:18])[c:11]([O:16][CH3:17])[c:12]([Cl:15])[cH:13][cH:14]2)[c:7]1[F:8]>>[NH2:1][c:2]1[c:3]([Br:25])[c:4]([C:19](=[O:20])[O:21][CH:22]([CH3:23])[CH3:24])[n:5][c:6](-[c:9]2[c:10]([F:18])[c:11]([O:16][CH3:17])[c:12]([Cl:15])[cH:13][cH:14]2)[c:7]1[F:8]. As a reaction SMILES: [CH3:26][OH:27].[H:24][H:25].[Pd+2:28].[nH:1]1[c:2]([C:10]2([NH:13][C:14](=[O:15])[O:16][CH2:17][c:18]3[cH:19][cH:20][cH:21][cH:22][cH:23]3)[CH2:11][CH2:12]2)[n:3][c:4]2[cH:5][n:6][cH:7][cH:8][c:9]12>>[nH:1]1[c:2]([C:10]2([NH2:13])[CH2:11][CH2:12]2)[n:3][c:4]2[cH:5][n:6][cH:7][cH:8][c:9]12. Starting materials: CO, [H][H], [Pd+2], O=C(NC1(c2nc3cnccc3[nH]2)CC1)OCc1ccccc1. Product: NC1(c2nc3cnccc3[nH]2)CC1. Starting materials: C(C)OC(=O)C=1C=C(C=CC1)C1=CC=C(C=C1)C(CC(=O)C1=CC(=NC=C1)C)C1=C(C=CC=C1)C (4′-[3-(2-methyl-pyridin-4-yl)-3-oxo-1-o-tolyl-propyl]-biphenyl-3-carboxylic acid ethyl ester), Cl.NO (hydroxylamine hydrochloride), C(=O)(O)[O-].[Na+] (NaHCO3). Yields the product C(C)OC(=O)C=1C=C(C=CC1)C1=CC=C(C=C1)C(CC(C1=CC(=NC=C1)C)=NO)C1=C(C=CC=C1)C (4′-[3-[Hydroxyimino]-3-(2-methyl-pyridin-4-yl)-1-o-tolyl-propyl]-biphenyl-3-carboxylic acid ethyl ester). Reaction SMILES: [CH2:1]([O:3][C:4]([C:6]1[CH:7]=[C:8]([C:12]2[CH:17]=[CH:16][C:15]([CH:18]([C:29]3[CH:34]=[CH:33][CH:32]=[CH:31][C:30]=3[CH3:35])[CH2:19][C:20]([C:22]3[CH:27]=[CH:26][N:25]=[C:24]([CH3:28])[CH:23]=3)=O)=[CH:14][CH:13]=2)[CH:9]=[CH:10][CH:11]=1)=[O:5])[CH3:2].Cl.[NH2:37][OH:38].C([O-])(O)=O.[Na+]>>[CH2:1]([O:3][C:4]([C:6]1[CH:7]=[C:8]([C:12]2[CH:17]=[CH:16][C:15]([CH:18]([C:29]3[CH:34]=[CH:33][CH:32]=[CH:31][C:30]=3[CH3:35])[CH2:19][C:20](=[N:37][OH:38])[C:22]3[CH:27]=[CH:26][N:25]=[C:24]([CH3:28])[CH:23]=3)=[CH:14][CH:13]=2)[CH:9]=[CH:10][CH:11]=1)=[O:5])[CH3:2] |f:1.2,3.4|. Procedure details: In analogy to example 74, step 7, from 4′-[3-(2-methyl-pyridin-4-yl)-3-oxo-1-o-tolyl-propyl]-biphenyl-3-carboxylic acid ethyl ester and hydroxylamine hydrochloride in the presence of NaHCO3 was prepared the title compound as a mixture of E and Z isomers (3.4:1) as a white foam, MS (ESI+): m/z=479.2319 ([M+H]+). The reactants are C(O)([O-])=O.[Na+] (sodium hydrogencarbonate), ClC=1N=C(N(C1CCl)CC1=C(C=C(C=C1)OCCCCC)Cl)C (4-chloro-5-chloromethyl-1-(2-chloro-4-(1-pentyloxy)benzyl)-2-methyl-1H-imidazole), N (ammonia). The solvent is C(C)#N (acetonitrile), C(C)#N (acetonitrile). Run at time 1 hour. Yields the product NCC1=C(N=C(N1CC1=C(C=C(C=C1)OCCCCC)Cl)C)Cl (5-aminomethyl-4-chloro-1-(2-chloro-4-(1-pentyloxy)benzyl)-2-methyl-1H-imidazole). RXN SMILES: [Cl:1][C:2]1[N:3]=[C:4]([CH3:23])[N:5]([CH2:9][C:10]2[CH:15]=[CH:14][C:13]([O:16][CH2:17][CH2:18][CH2:19][CH2:20][CH3:21])=[CH:12][C:11]=2[Cl:22])[C:6]=1[CH2:7]Cl.[NH3:24].C(=O)([O-])O.[Na+]>C(#N)C>[NH2:24][CH2:7][C:6]1[N:5]([CH2:9][C:10]2[CH:15]=[CH:14][C:13]([O:16][CH2:17][CH2:18][CH2:19][CH2:20][CH3:21])=[CH:12][C:11]=2[Cl:22])[C:4]([CH3:23])=[N:3][C:2]=1[Cl:1] |f:2.3|. Procedure details: A solution of 4-chloro-5-chloromethyl-1-(2-chloro-4-(1-pentyloxy)benzyl)-2-methyl-1H-imidazole (340 mg) in acetonitrile (3 ml) was added gradually to a mixed solvent of 28% aqueous ammonia (6 ml) and acetonitrile (6 ml) under ice-cooling. The reaction mixture was stirred at room temperature for 1 hr. Saturated aqueous sodium hydrogencarbonate solution was added and the mixture was extracted with ethyl acetate. The organic layer was washed with saturated brine, dried over anhydrous magnesium sulf... Reactants: C1(=CC=CC=C1)P(C1=CC=CC=C1)(C1=CC=CC=C1)=NC1=C(C=CC=C1)/C=C/C(=O)OC (Methyl (2E)-3-{2-[(triphenylphosphoranylidene)amino]phenyl}propenoate), ClC1=CC(=C(C=C1)N=C=O)C (4-chloro-2-methylphenyl isocyanate), ClC=1C=C(C=CC1)N1CCNCC1 (N-(3-chlorophenyl)piperazine). Yields the product ClC=1C=C(C=CC1)N1CCN(CC1)C1=NC2=CC=CC=C2C(N1C1=C(C=C(C=C1)Cl)C)CC(=O)OC (Methyl {2-[4-(3-chlorophenyl)piperazin-1-yl]-3-[2-methyl-4-chlorophenyl]-3,4-dihydroquinazolin-4-yl}acetate). Reaction SMILES: C1(P(=[N:20][C:21]2[CH:26]=[CH:25][CH:24]=[CH:23][C:22]=2/[CH:27]=[CH:28]/[C:29]([O:31][CH3:32])=[O:30])(C2C=CC=CC=2)C2C=CC=CC=2)C=CC=CC=1.[Cl:33][C:34]1[CH:39]=[CH:38][C:37]([N:40]=[C:41]=O)=[C:36]([CH3:43])[CH:35]=1.[Cl:44][C:45]1[CH:46]=[C:47]([N:51]2[CH2:56][CH2:55][NH:54][CH2:53][CH2:52]2)[CH:48]=[CH:49][CH:50]=1>>[Cl:44][C:45]1[CH:46]=[C:47]([N:51]2[CH2:56][CH2:55][N:54]([C:41]3[N:40]([C:37]4[CH:38]=[CH:39][C:34]([Cl:33])=[CH:35][C:36]=4[CH3:43])[CH:27]([CH2:28][C:29]([O:31][CH3:32])=[O:30])[C:22]4[C:21](=[CH:26][CH:25]=[CH:24][CH:23]=4)[N:20]=3)[CH2:53][CH2:52]2)[CH:48]=[CH:49][CH:50]=1. Procedure details: Starting with 150 mg (0.34 mmol) of the iminophosphorane from Example 3A, 60 mg (0.36 mmol) of 4-chloro-2-methylphenyl isocyanate and 67 mg (0.34 mmol) of N-(3-chlorophenyl)piperazine, the general procedure [E] and chromatographic purification (method 2) give 97 mg (46% of theory) of product. Starting materials: [OH-].[Na+] (sodium hydroxide), COC(CC(C(C1=CC=CC=C1)C1=CC=CC=C1)N(C)C(C1=CC(=CC(=C1)C(F)(F)F)C(F)(F)F)=O)=O (3-[N-(3,5-bis-trifluoromethyl-benzoyl)-N-methyl-amino]-4,4-diphenyl-butanoic acid methyl ester). Run in O1CCCC1.CO (tetrahydrofuran methanol). The product is FC(C=1C=C(C(=O)N(C)C(CC(=O)O)C(C2=CC=CC=C2)C2=CC=CC=C2)C=C(C1)C(F)(F)F)(F)F (3-[N-(3,5-Bistrifluoromethyl-benzoyl)-N-methyl-amino]-4,4-diphenyl-butanoic acid). RXN SMILES: [OH-].[Na+].C[O:4][C:5](=[O:39])[CH2:6][CH:7]([N:21]([C:23](=[O:38])[C:24]1[CH:29]=[C:28]([C:30]([F:33])([F:32])[F:31])[CH:27]=[C:26]([C:34]([F:37])([F:36])[F:35])[CH:25]=1)[CH3:22])[CH:8]([C:15]1[CH:20]=[CH:19][CH:18]=[CH:17][CH:16]=1)[C:9]1[CH:14]=[CH:13][CH:12]=[CH:11][CH:10]=1>O1CCCC1.CO>[F:31][C:30]([F:32])([F:33])[C:28]1[CH:29]=[C:24]([CH:25]=[C:26]([C:34]([F:36])([F:35])[F:37])[CH:27]=1)[C:23]([N:21]([CH:7]([CH:8]([C:15]1[CH:16]=[CH:17][CH:18]=[CH:19][CH:20]=1)[C:9]1[CH:14]=[CH:13][CH:12]=[CH:11][CH:10]=1)[CH2:6][C:5]([OH:39])=[O:4])[CH3:22])=[O:38] |f:0.1,3.4|. Procedure: 25 ml of 1N sodium hydroxide are added to a solution of 7.8 g (15 mmol) of 3-[N-(3,5-bis-trifluoromethyl-benzoyl)-N-methyl-amino]-4,4-diphenyl-butanoic acid methyl ester in 100 ml of tetrahydrofuran/methanol (2:1). After 5 hours the reaction mixture is concentrated by evaporation, diluted with water and rendered acidic with cold 2N hydrochloric acid. The white precipitate is filtered off, then washed with water and dried under a high vacuum at 50° C. The title compound is obtained in the form of... Starting materials: N1C(C=CC=C1)=O (2-(1H)-pyridone), IC1=CC=CC=C1 (iodobenzene). Yields the product C1(=CC=CC=C1)N1C(C=CC=C1)=O (1-phenyl-2-(1H)-pyridone). The yield is 82.0%. RXN SMILES: [NH:1]1[CH:6]=[CH:5][CH:4]=[CH:3][C:2]1=[O:7].I[C:9]1[CH:14]=[CH:13][CH:12]=[CH:11][CH:10]=1>>[C:9]1([N:1]2[CH:6]=[CH:5][CH:4]=[CH:3][C:2]2=[O:7])[CH:14]=[CH:13][CH:12]=[CH:11][CH:10]=1. Procedure: Following substantially the procedure of Example 1, 2-(1H)-pyridone is condensed with iodobenzene to give the 1-phenyl-2-(1H)-pyridone in 82% yield as a crystalline white product. The reactants are BrC1=CC2=C(C3=NC(=CN3CCO2)C=2N(N=C(N2)C)CC(F)(F)F)C=C1 (8-bromo-2-[5-methyl-2-(2,2,2-trifluoro-ethyl)-2H-[1,2,4]triazol-3-yl]-4,5-dihydro-6-oxa-1,3a-diaza-benzo[e]azulene), C1CN[C@@H]1C(=O)O ((L)-azetidine-2-carboxylic acid). The product is CC=1N=C(N(N1)CC(F)(F)F)C1=CN2CCOC3=C(C2=N1)C=CC(=C3)N3[C@@H](CC3)C(=O)O ((S)-1-{2-[5-Methyl-2-(2,2,2-trifluoro-ethyl)-2H-[1,2,4]triazol-3-yl]-4,5-dihydro-6-oxa-1,3a-diaza-benzo[e]azulen-8-yl}-azetidine-2-carboxylic acid). Reaction SMILES: Br[C:2]1[CH:26]=[CH:25][C:5]2[C:6]3[N:10]([CH2:11][CH2:12][O:13][C:4]=2[CH:3]=1)[CH:9]=[C:8]([C:14]1[N:15]([CH2:20][C:21]([F:24])([F:23])[F:22])[N:16]=[C:17]([CH3:19])[N:18]=1)[N:7]=3.[CH2:27]1[C@@H:30]([C:31]([OH:33])=[O:32])[NH:29][CH2:28]1>>[CH3:19][C:17]1[N:18]=[C:14]([C:8]2[N:7]=[C:6]3[N:10]([CH2:11][CH2:12][O:13][C:4]4[CH:3]=[C:2]([N:29]5[CH2:28][CH2:27][C@H:30]5[C:31]([OH:33])=[O:32])[CH:26]=[CH:25][C:5]=43)[CH:9]=2)[N:15]([CH2:20][C:21]([F:22])([F:24])[F:23])[N:16]=1. Reported procedure: Following the procedure in Example 551, 8-bromo-2-[5-methyl-2-(2,2,2-trifluoro-ethyl)-2H-[1,2,4]triazol-3-yl]-4,5-dihydro-6-oxa-1,3a-diaza-benzo[e]azulene and (L)-azetidine-2-carboxylic acid were reacted to give (S)-1-{2-[5-Methyl-2-(2,2,2-trifluoro-ethyl)-2H-[1,2,4]triazol-3-yl]-4,5-dihydro-6-oxa-1,3a-diaza-benzo[e]azulen-8-yl}-azetidine-2-carboxylic acid. LCMS: RT=2.93 min, [M+H]+=449